From a dataset of the Open Reaction Database (ORD), a public repository of structured organic reaction records. describe an organic reaction: reactants, conditions, products, and yield Starting materials: NC(CCCOC=1C=C2C(=C(C(=NC2=CC1)CC(C)C)CNC(OC(C)(C)C)=O)C1=CC=C(C=C1)C)=O (tert-butyl {[6-(4-amino-4-oxobutoxy)-2-isobutyl-4-(4-methylphenyl)quinolin-3-yl]methyl}carbamate). Yield: 62.3%. The solvent is FC(C(=O)O)(F)F (trifluoroacetic acid). RXN SMILES: [NH2:1][C:2](=[O:37])[CH2:3][CH2:4][CH2:5][O:6][C:7]1[CH:8]=[C:9]2[C:14](=[CH:15][CH:16]=1)[N:13]=[C:12]([CH2:17][CH:18]([CH3:20])[CH3:19])[C:11]([CH2:21][NH:22]C(=O)OC(C)(C)C)=[C:10]2[C:30]1[CH:35]=[CH:34][C:33]([CH3:36])=[CH:32][CH:31]=1>FC(F)(F)C(O)=O>[NH2:22][CH2:21][C:11]1[C:12]([CH2:17][CH:18]([CH3:20])[CH3:19])=[N:13][C:14]2[C:9]([C:10]=1[C:30]1[CH:31]=[CH:32][C:33]([CH3:36])=[CH:34][CH:35]=1)=[CH:8][C:7]([O:6][CH2:5][CH2:4][CH2:3][C:2]([NH2:1])=[O:37])=[CH:16][CH:15]=2. Reported procedure: A solution of tert-butyl {[6-(4-amino-4-oxobutoxy)-2-isobutyl-4-(4-methylphenyl)quinolin-3-yl]methyl}carbamate (0.5 g, 0.99 mmol) in trifluoroacetic acid (10 ml) was stirred at 0° C. for 3 hrs. The reaction mixture was concentrated under reduced pressure and the residue was dissolved in ethyl acetate. The obtained-solution was washed twice with saturated aqueous sodium hydrogen carbonate, dried over anhydrous magnesium sulfate and concentrated under reduced pressure. The residue was crystallized... The product is NCC=1C(=NC2=CC=C(C=C2C1C1=CC=C(C=C1)C)OCCCC(=O)N)CC(C)C (4-{[3-(aminomethyl)-2-isobutyl-4-(4-methylphenyl)-6-quinolinyl]oxy}butanamide). Reactants: CC(C)(C)[O-], Cn1c(CCCl)cnc1[N+](=O)[O-], [K+], c1ccccc1. Yields the product C=Cc1cnc([N+](=O)[O-])n1C. RXN SMILES: [CH3:13][C:14]([CH3:15])([O-:16])[CH3:17].[Cl:1][CH2:2][CH2:3][c:4]1[cH:5][n:6][c:7]([N+:10](=[O:11])[O-:12])[n:8]1[CH3:9].[K+:18].[cH:19]1[cH:20][cH:21][cH:22][cH:23][cH:24]1>>[CH2:2]=[CH:3][c:4]1[cH:5][n:6][c:7]([N+:10](=[O:11])[O-:12])[n:8]1[CH3:9]. Starting materials: BrC1=C(NC2=C(C=CC(=C12)C)C)C(=O)OC (methyl 3-bromo-4,7-dimethylindole-2-carboxylate), dichloro [1,1-bis(diphenylphos-phino)ferrocene]palladium, C(C)(=O)OCC=C (allyl acetate), CCCC[Sn](CCCC)CCCC.CCCC[Sn](CCCC)CCCC (hexabutylditin). Solvent: CN(C=O)C (dimethylformamide). Reaction conditions: temperature 120 celsius, time 90 minute. Product: C(C=C)C1=C(NC2=C(C=CC(=C12)C)C)C(=O)OC (methyl 3-allyl-4,7-dimethylindole-2-carboxylate). Yield: 87.1%. As a reaction SMILES: Br[C:2]1[C:10]2[C:5](=[C:6]([CH3:12])[CH:7]=[CH:8][C:9]=2[CH3:11])[NH:4][C:3]=1[C:13]([O:15][CH3:16])=[O:14].C(O[CH2:21][CH:22]=[CH2:23])(=O)C.CCCC[Sn](CCCC)CCCC.CCCC[Sn](CCCC)CCCC>CN(C)C=O>[CH2:23]([C:2]1[C:10]2[C:5](=[C:6]([CH3:12])[CH:7]=[CH:8][C:9]=2[CH3:11])[NH:4][C:3]=1[C:13]([O:15][CH3:16])=[O:14])[CH:22]=[CH2:21] |f:2.3,^1:27,40|. Procedure: Under nitrogen atmosphere, 1.00 g (3.54 mmol) of methyl 3-bromo-4,7-dimethylindole-2-carboxylate and 0.31 g (5.23 mmol) of dichloro [1,1-bis(diphenylphos-phino)ferrocene]palladium (PdCl2 (dppf)) were suspended in 4 ml of anhydrous dimethylformamide (DMF). Thereto were added 0.57 ml (5.32 mmol) of allyl acetate and 2.7 ml (5.32 mmol) of hexabutylditin. The reaction mixture was stirred at 120° C. for 90 minutes and then subjected to Celite filtration. The filtrate was extracted with chloroform. Th... Reactants: FC(CCC(C#N)C#N)=C(F)F ((3,4,4-trifluoro-3-butenyl)malononitrile), compound ( 68 ), [H-].[Na+] (sodium hydride), BrCC1=CC=C(C=C1)C#N (α-bromo-p-tolunitrile). The solvent is CN(C=O)C (N,N-dimethylformamide). Product: C(#N)C1=CC=C(CC(C#N)(C#N)CCC(=C(F)F)F)C=C1 (2-(4-cyanobenzyl)-2-(3,4,4-trifluoro-3-butenyl)malononitrile). The yield is 63.2%. Reaction SMILES: [F:1][C:2](=[C:10]([F:12])[F:11])[CH2:3][CH2:4][CH:5]([C:8]#[N:9])[C:6]#[N:7].[H-].[Na+].Br[CH2:16][C:17]1[CH:22]=[CH:21][C:20]([C:23]#[N:24])=[CH:19][CH:18]=1>CN(C)C=O>[C:23]([C:20]1[CH:21]=[CH:22][C:17]([CH2:16][C:5]([CH2:4][CH2:3][C:2]([F:1])=[C:10]([F:11])[F:12])([C:6]#[N:7])[C:8]#[N:9])=[CH:18][CH:19]=1)#[N:24] |f:1.2|. Procedure details: Using 0.20 g of (3,4,4-trifluoro-3-butenyl)malononitrile, 5 ml of N,N-dimethylformamide, 50 mg of sodium hydride (60% in oil), and 0.25 g of α-bromo-p-tolunitrile, and according to the process described in the Production Example 1, there was obtained 0.21 g of 2-(4-cyanobenzyl)-2-(3,4,4-trifluoro-3-butenyl)malononitrile (the present compound (68)). The reactants are CN(C)C=O, Fc1ccccn1, [H-], [Na+], OCc1ccc(C2OCCO2)cn1, O. Yields the product c1ccc(OCc2ccc(C3OCCO3)cn2)nc1. RXN SMILES: [CH3:1][N:2]([CH3:3])[CH:4]=[O:5].[F:21][c:22]1[n:23][cH:24][cH:25][cH:26][cH:27]1.[H-:19].[Na+:20].[O:6]1[CH:7]([c:11]2[cH:12][cH:13][c:14]([CH2:17][OH:18])[n:15][cH:16]2)[O:8][CH2:9][CH2:10]1.[OH2:28]>>[O:6]1[CH:7]([c:11]2[cH:12][cH:13][c:14]([CH2:17][O:18][c:22]3[n:23][cH:24][cH:25][cH:26][cH:27]3)[n:15][cH:16]2)[O:8][CH2:9][CH2:10]1. Starting materials: COc1cc(C)c(S(=O)(=O)N(Cc2ccc3c(c2)OCO3)C(CN)C(=O)OC(C)(C)C)c(C)c1, O=C(O)c1ccccc1-n1cccc1, CN1CCOCC1, CN(C)c1ccncc1, CN(C)C=O, O, On1nnc2ccccc21. Yields the product COc1cc(C)c(S(=O)(=O)N(Cc2ccc3c(c2)OCO3)C(CNC(=O)c2ccccc2-n2cccc2)C(=O)OC(C)(C)C)c(C)c1. Reaction SMILES: [C:1]([CH3:2])([CH3:3])([CH3:4])[O:5][C:6]([CH:7]([CH2:8][NH2:9])[N:10]([S:11](=[O:12])(=[O:13])[c:14]1[c:15]([CH3:23])[cH:16][c:17]([O:21][CH3:22])[cH:18][c:19]1[CH3:20])[CH2:24][c:25]1[cH:26][c:27]2[c:28]([cH:29][cH:30]1)[O:31][CH2:32][O:33]2)=[O:34].[C:35](=[O:36])([OH:37])[c:38]1[c:39](-[n:44]2[cH:45][cH:46][cH:47][cH:48]2)[cH:40][cH:41][cH:42][cH:43]1.[CH3:60][N:61]1[CH2:62][CH2:63][O:64][CH2:65][CH2:66]1.[CH3:67][N:68]([CH3:69])[c:70]1[cH:71][cH:72][n:73][cH:74][cH:75]1.[CH3:76][N:77]([CH3:78])[CH:79]=[O:80].[OH2:49].[OH:50][n:51]1[c:52]2[cH:53][cH:54][cH:55][cH:56][c:57]2[n:58][n:59]1>>[C:1]([CH3:2])([CH3:3])([CH3:4])[O:5][C:6]([CH:7]([CH2:8][NH:9][C:35](=[O:36])[c:38]1[c:39](-[n:44]2[cH:45][cH:46][cH:47][cH:48]2)[cH:40][cH:41][cH:42][cH:43]1)[N:10]([S:11](=[O:12])(=[O:13])[c:14]1[c:15]([CH3:23])[cH:16][c:17]([O:21][CH3:22])[cH:18][c:19]1[CH3:20])[CH2:24][c:25]1[cH:26][c:27]2[c:28]([cH:29][cH:30]1)[O:31][CH2:32][O:33]2)=[O:34]. Starting materials: BrC=1C=C2C=3N(C(C(NC3C1)=O)=O)C(CC2)CC(=O)O (9-bromo-5-carboxymethyl-6,7-dihydro-1H, 5H-pyrido[1,2,3-de]quinoxaline-2,3-dione), COC1=CC=C(N)C=C1 (p-methoxyaniline). Yields the product BrC=1C=C2C=3N(C(C(NC3C1)=O)=O)C(CC2)CC(NC2=CC=C(C=C2)OC)=O (9-Bromo-5-(p-methoxyphenylcarbamoylmethyl)-6,7-dihydro-1H, 5H-pyrido[1,2,3-de]quinoxaline-2,3-dione). Isolated yield 91.2%. As a reaction SMILES: [Br:1][C:2]1[CH:3]=[C:4]2[CH2:16][CH2:15][CH:14]([CH2:17][C:18]([OH:20])=O)[N:6]3[C:7](=[O:13])[C:8](=[O:12])[NH:9][C:10]([CH:11]=1)=[C:5]23.[CH3:21][O:22][C:23]1[CH:29]=[CH:28][C:26]([NH2:27])=[CH:25][CH:24]=1>>[Br:1][C:2]1[CH:3]=[C:4]2[CH2:16][CH2:15][CH:14]([CH2:17][C:18](=[O:20])[NH:27][C:26]3[CH:28]=[CH:29][C:23]([O:22][CH3:21])=[CH:24][CH:25]=3)[N:6]3[C:7](=[O:13])[C:8](=[O:12])[NH:9][C:10]([CH:11]=1)=[C:5]23. Reported procedure: A procedure similar to that described in Example 5 was carried out with 9-bromo-5-carboxymethyl-6,7-dihydro-1H, 5H-pyrido[1,2,3-de]quinoxaline-2,3-dione (150 mg, 0.442 mmol) and p-methoxyaniline (70 mg, 0.57 mmol) to give 179 mg of the title compound (91%): mp>270° C.; 1H NMR (270 MHz, DMSO-d6) δ12.06 (s, 1H), 9.86 (s, 1H), 7.46 (d, 2H, J=9 Hz), 7.24 (d, 1H, J=2 Hz), 7.16 (d, 1H, J=2 Hz), 6.88 (d, 2H, J=9 Hz), 5.15~5.25 (m, 1H), 3.72 (s, 3H), 3.05 (ddd, 1H, J=17.1, 13.5, 4.5 Hz), 2.83 (dm, 1H, J... The reactants are CC1(C2CCC3C4CCC5CC(=O)C(=CO)CC5(C)C4C(=O)CC32C)OCCO1, CCOC(C)=O. The product is CC1CC2(C)C(CCC3C4CCC(C5(C)OCCO5)C4(C)CC(=O)C32)CC1=O. RXN SMILES: [CH2:1]1[O:2][C:3]([CH3:4])([CH:5]2[CH2:6][CH2:7][CH:8]3[CH:9]4[CH2:10][CH2:11][CH:12]5[CH2:13][C:14](=[O:27])[C:15](=[CH:25][OH:26])[CH2:16][C:17]5([CH3:18])[CH:19]4[C:20](=[O:24])[CH2:21][C:22]23[CH3:23])[O:28][CH2:29]1.[CH3:30][CH2:31][O:32][C:33](=[O:34])[CH3:35]>>[CH2:1]1[O:2][C:3]([CH3:4])([CH:5]2[CH2:6][CH2:7][CH:8]3[CH:9]4[CH2:10][CH2:11][CH:12]5[CH2:13][C:14](=[O:27])[CH:15]([CH3:25])[CH2:16][C:17]5([CH3:18])[CH:19]4[C:20](=[O:24])[CH2:21][C:22]23[CH3:23])[O:28][CH2:29]1. The reactants are CCOC(C)=O, N#Cc1ccc(C2=CCC(=O)CC2)cc1. Product: N#Cc1ccc(C2CCC(=O)CC2)cc1. RXN SMILES: [CH3:16][CH2:17][O:18][C:19]([CH3:20])=[O:21].[O:1]=[C:2]1[CH2:3][CH:4]=[C:5]([c:8]2[cH:9][cH:10][c:11]([C:12]#[N:13])[cH:14][cH:15]2)[CH2:6][CH2:7]1>>[O:1]=[C:2]1[CH2:3][CH2:4][CH:5]([c:8]2[cH:9][cH:10][c:11]([C:12]#[N:13])[cH:14][cH:15]2)[CH2:6][CH2:7]1. Starting materials: [N+](=O)([O-])[O-].[K+] (potassium nitrate), [OH-].[NH4+] (ammonium hydroxide), ClC1=CC=C(C(=O)C2=NC=CC=C2)C=C1 (2-(4-chlorobenzoyl)pyridine), S(O)(O)(=O)=O (sulfuric acid). Run in ice water. The product is [N+](=O)([O-])C=1C=C(C(=O)C2=NC=CC=C2)C=CC1Cl (2-(3-Nitro-4-chlorobenzoyl)pyridine). Reaction SMILES: [N+:1]([O-:4])([O-])=[O:2].[K+].[Cl:6][C:7]1[CH:20]=[CH:19][C:10]([C:11]([C:13]2[CH:18]=[CH:17][CH:16]=[CH:15][N:14]=2)=[O:12])=[CH:9][CH:8]=1.S(=O)(=O)(O)O.[OH-].[NH4+]>>[N+:1]([C:8]1[CH:9]=[C:10]([CH:19]=[CH:20][C:7]=1[Cl:6])[C:11]([C:13]1[CH:18]=[CH:17][CH:16]=[CH:15][N:14]=1)=[O:12])([O-:4])=[O:2] |f:0.1,4.5|. Reported procedure: 15.5 g. (0.153 mol) of potassium nitrate was added portionwise to a stirred solution of 33 g. (0.152 mol) of 2-(4-chlorobenzoyl)pyridine in 200 ml. of sulfuric acid, while maintaining the temperature below 40° C. After 1 hour the mixture was cautiously poured into 2 liters of ice water and neutralized with ammonium hydroxide. The resulting product 2-(3-nitro-4-chlorobenzoyl)pyridine was collected as white microneedles, mp. 98° -99° C. (cyclohexane).